Dataset: the Open Reaction Database (ORD), a public repository of structured organic reaction records. Task: describe an organic reaction: reactants, conditions, products, and yield Reactants: O=CO, Cc1nc2[nH]c(=O)[nH]c2cc1-c1ccc(N)cc1. Yields the product CNc1ccc(-c2cc3[nH]c(=O)[nH]c3nc2C)cc1. Reaction SMILES: [CH:19]([OH:20])=[O:21].[NH2:1][c:2]1[cH:3][cH:4][c:5](-[c:8]2[cH:9][c:10]3[c:11]([n:12][c:13]2[CH3:14])[nH:15][c:16](=[O:18])[nH:17]3)[cH:6][cH:7]1>>[NH:1]([c:2]1[cH:3][cH:4][c:5](-[c:8]2[cH:9][c:10]3[c:11]([n:12][c:13]2[CH3:14])[nH:15][c:16](=[O:18])[nH:17]3)[cH:6][cH:7]1)[CH3:19]. The reactants are C(C)(=O)C1=C(C(=C(OCCCCBr)C=C1)CCC)O (4-(4-acetyl-3-hydroxy-2-propylphenoxy)butyl bromide), CS(=O)C (dimethylsulfoxide), [S-]C#N.[K+] (potassium thiocyanate). Run in O (water). Reaction conditions: time 8 hour. Yields the product [S-]C#N.C(C)(=O)C1=C(C(=C(OCCCC)C=C1)CCC)O (4-(4-Acetyl-3-hydroxy-2-propylphenoxy)butane thiocyanate). Isolated yield 95.0%. RXN SMILES: [C:1]([C:4]1[CH:15]=[CH:14][C:7]([O:8][CH2:9][CH2:10][CH2:11][CH2:12]Br)=[C:6]([CH2:16][CH2:17][CH3:18])[C:5]=1[OH:19])(=[O:3])[CH3:2].CS(C)=O.[S-:24][C:25]#[N:26].[K+]>O>[S-:24][C:25]#[N:26].[C:1]([C:4]1[CH:15]=[CH:14][C:7]([O:8][CH2:9][CH2:10][CH2:11][CH3:12])=[C:6]([CH2:16][CH2:17][CH3:18])[C:5]=1[OH:19])(=[O:3])[CH3:2] |f:2.3,5.6|. Procedure: To 10.65 g. of 4-(4-acetyl-3-hydroxy-2-propylphenoxy)butyl bromide in 60 ml. of dry dimethylsulfoxide were added 6.5 q. of potassium thiocyanate. The solution was stirred overnight at room temperature and then was poured into water. The solution was extracted twice with dichloromethane. The combined organic extracts were washed with water, dried over magnesium sulfate, filtered, and evaporated in vacuo. The resulting oil was vacuum distilled to provide the title compound in 95% yield as a yellow... Reactants: C(OC)(OC)OC (trimethyl orthoformate), SC1=C(C(=C(C(=C1)C)O)C)C (4-Mercapto-2,3,6-trimethyl-phenol), C(C)OC(C=C1CCC1)=O (cyclobutylidene-acetic acid ethyl ester). The reagents and catalysts are S(O)(O)(=O)=O (sulfuric acid). Run in CO (methanol). Yields the product COC(CC1(CCC1)SC1=C(C(=C(C(=C1)C)O)C)C)=O ([1-(4-Hydroxy-2,3,5-trimethyl-phenylsulfanyl)-cyclobutyl]-acetic acid methyl ester). The yield is 71.8%. RXN SMILES: [SH:1][C:2]1[CH:7]=[C:6]([CH3:8])[C:5]([OH:9])=[C:4]([CH3:10])[C:3]=1[CH3:11].C(OC)(OC)OC.[CH2:19]([O:21][C:22](=[O:28])[CH:23]=[C:24]1[CH2:27][CH2:26][CH2:25]1)C>CO.S(=O)(=O)(O)O>[CH3:19][O:21][C:22](=[O:28])[CH2:23][C:24]1([S:1][C:2]2[CH:7]=[C:6]([CH3:8])[C:5]([OH:9])=[C:4]([CH3:10])[C:3]=2[CH3:11])[CH2:27][CH2:26][CH2:25]1. Procedure details: 4-Mercapto-2,3,6-trimethyl-phenol (1.8 g) was dissolved in anhydrous methanol (30 mL) containing trimethyl orthoformate (2 mL). To this solution was added cyclobutylidene-acetic acid ethyl ester (4.0 g) and then 5 drops of concentrated sulfuric acid. The solution was deoxygenated by bubbling with nitrogen, and was allowed to reflux for 4 days. The mixture was concentrated, washed with NaHCO3 and extracted with ethyl acetate. After concentration in vacuo, the residue was purified by flash chromat... Starting materials: c1ccccc1, Cc1c(CO)cccc1-n1cccc1. Product: Cc1c(C=O)cccc1-n1cccc1. RXN SMILES: [cH:15]1[cH:16][cH:17][cH:18][cH:19][cH:20]1.[n:1]1(-[c:6]2[c:7]([CH3:14])[c:8]([CH2:9][OH:10])[cH:11][cH:12][cH:13]2)[cH:2][cH:3][cH:4][cH:5]1>>[n:1]1(-[c:6]2[c:7]([CH3:14])[c:8]([CH:9]=[O:10])[cH:11][cH:12][cH:13]2)[cH:2][cH:3][cH:4][cH:5]1. The reactants are CSC (Dimethylsulfide), O (water), C(C(C)C)N1CCC(=CC2=C1C=CC(=C2)C2=CC=C(C=C2)OCCOCCC)C(=O)NC2=CC=C(C=C2)SCC2=CN=CN2CCC (1-isobutyl-7-[4-(2-propoxyethoxy)phenyl]-N-[4-[[[1-propylimidazol-5-yl]methyl]sulfanyl]phenyl]-2,3-dihydro-1-benzazepine-4-carboxamide), solution, ClC1=CC(=CC=C1)C(=O)OO (3-chloroperbenzoic acid). The solvent is ClCCl (dichloromethane), ClCCl (dichloromethane). Reaction conditions: time 30 minute. The product is C(C(C)C)N1CCC(=CC2=C1C=CC(=C2)C2=CC=C(C=C2)OCCOCCC)C(=O)NC2=CC=C(C=C2)S(=O)CC2=CN=CN2CCC (1-isobutyl-7-[4-(2-propoxyethoxy)phenyl]-N-[4-[[[1-propylimidazol-5-yl]methyl]sulfinyl]phenyl]-2,3-dihydro-1-benzazepine-4-carboxamide). Yield: 70.4%. Reaction SMILES: [CH2:1]([N:5]1[C:11]2[CH:12]=[CH:13][C:14]([C:16]3[CH:21]=[CH:20][C:19]([O:22][CH2:23][CH2:24][O:25][CH2:26][CH2:27][CH3:28])=[CH:18][CH:17]=3)=[CH:15][C:10]=2[CH:9]=[C:8]([C:29]([NH:31][C:32]2[CH:37]=[CH:36][C:35]([S:38][CH2:39][C:40]3[N:44]([CH2:45][CH2:46][CH3:47])[CH:43]=[N:42][CH:41]=3)=[CH:34][CH:33]=2)=[O:30])[CH2:7][CH2:6]1)[CH:2]([CH3:4])[CH3:3].ClC1C=CC=C(C(OO)=[O:56])C=1.CSC.O>ClCCl>[CH2:1]([N:5]1[C:11]2[CH:12]=[CH:13][C:14]([C:16]3[CH:17]=[CH:18][C:19]([O:22][CH2:23][CH2:24][O:25][CH2:26][CH2:27][CH3:28])=[CH:20][CH:21]=3)=[CH:15][C:10]=2[CH:9]=[C:8]([C:29]([NH:31][C:32]2[CH:37]=[CH:36][C:35]([S:38]([CH2:39][C:40]3[N:44]([CH2:45][CH2:46][CH3:47])[CH:43]=[N:42][CH:41]=3)=[O:56])=[CH:34][CH:33]=2)=[O:30])[CH2:7][CH2:6]1)[CH:2]([CH3:4])[CH3:3]. Reported procedure: To a solution of 1-isobutyl-7-[4-(2-propoxyethoxy)phenyl]-N-[4-[[[1-propylimidazol-5-yl]methyl]sulfanyl]phenyl]-2,3-dihydro-1-benzazepine-4-carboxamide (600 mg) in dichloromethane (15 ml) was added dropwise 70% solution of 3-chloroperbenzoic acid (272 mg) in dichloromethane (15 ml) at −78° C. Dimethylsulfide (0.1 ml) was added to the mixture, and the mixture was allowed to be at room temperature and stirred for 30 minutes. To the mixture was added water and the mixture was extracted with ethyl a...